From a dataset of the Open Reaction Database (ORD), a public repository of structured organic reaction records. describe an organic reaction: reactants, conditions, products, and yield The reactants are C(C)N(C(C)C)C(C)C (N-ethyl-N-isopropylpropan-2-amine), BrCC(=O)OC(C)(C)C (tert-butyl 2-bromoacetate), N[C@H](C(=O)NC1=CC(=CC=C1)C1=CC=NC=C1)CC1=CC=C(C=C1)F ((S)-2-amino-3-(4-fluorophenyl)-N-(3-(pyridin-4-yl)phenyl)propanamide). Solvent: CC#N (CH3CN). Yields the product O=C([C@H](CC1=CC=CC=C1)NCC(=O)OC(C)(C)C)NC1=CC(=CC=C1)C1=CC=NC=C1 ((S)-tert-Butyl 2-(1-oxo-3-phenyl-1-(3-(pyridin-4-yl)phenylamino)propan-2-ylamino)acetate). Yield: 15.1%. RXN SMILES: [NH2:1][C@@H:2]([CH2:18][C:19]1[CH:24]=[CH:23][C:22](F)=[CH:21][CH:20]=1)[C:3]([NH:5][C:6]1[CH:11]=[CH:10][CH:9]=[C:8]([C:12]2[CH:17]=[CH:16][N:15]=[CH:14][CH:13]=2)[CH:7]=1)=[O:4].C(N(C(C)C)C(C)C)C.Br[CH2:36][C:37]([O:39][C:40]([CH3:43])([CH3:42])[CH3:41])=[O:38]>CC#N>[O:4]=[C:3]([NH:5][C:6]1[CH:11]=[CH:10][CH:9]=[C:8]([C:12]2[CH:17]=[CH:16][N:15]=[CH:14][CH:13]=2)[CH:7]=1)[C@@H:2]([NH:1][CH2:36][C:37]([O:39][C:40]([CH3:43])([CH3:42])[CH3:41])=[O:38])[CH2:18][C:19]1[CH:24]=[CH:23][CH:22]=[CH:21][CH:20]=1. Procedure details: To a flask with (S)-2-amino-3-(4-fluorophenyl)-N-(3-(pyridin-4-yl)phenyl)propanamide (200 mg, 0.6 mmol) was added CH3CN as solvent, N-ethyl-N-isopropylpropan-2-amine (0.15 mL, 0.89 mmol) and tert-butyl 2-bromoacetate (0.097 mL, 0.66 mmol) and was heated at 55 degree for 5 hours. Reverse phase purification on HPLC followed by silica gel purification afforded 39 mg (15%) 34.4. 1H NMR (400 MHz, MeOH) δ ppm 8.50-8.68 (m, 2H) 7.88-7.99 (m, 1H) 7.61-7.75 (m, 2H) 7.55-7.60 (m, 1H) 7.42-7.52 (m, 2H) 7.2...